From a dataset of the Open Reaction Database (ORD), a public repository of structured organic reaction records. describe an organic reaction: reactants, conditions, products, and yield Starting materials: ClC1=C(C(=O)O)C=CC(=C1)Cl (2,4-dichlorobenzoic acid), FC(C1=NC=C(C=N1)C(CN)CC1(CC1)F)F (2-(2-(difluoromethyl)pyrimidin-5-yl)-3-(1-fluorocyclopropyl)propan-1-amine). Yields the product ClC1=C(C(=O)NCC(CC2(CC2)F)C=2C=NC(=NC2)C(F)F)C=CC(=C1)Cl ((+)-2,4-Dichloro-N-(2-(2-(difluoromethyl)pyrimidin-5-yl)-3-(1-fluorocyclopropyl)propyl)benzamide). RXN SMILES: [Cl:1][C:2]1[CH:10]=[C:9]([Cl:11])[CH:8]=[CH:7][C:3]=1[C:4]([OH:6])=O.[F:12][CH:13]([F:28])[C:14]1[N:19]=[CH:18][C:17]([CH:20]([CH2:23][C:24]2([F:27])[CH2:26][CH2:25]2)[CH2:21][NH2:22])=[CH:16][N:15]=1>>[Cl:1][C:2]1[CH:10]=[C:9]([Cl:11])[CH:8]=[CH:7][C:3]=1[C:4]([NH:22][CH2:21][CH:20]([C:17]1[CH:18]=[N:19][C:14]([CH:13]([F:28])[F:12])=[N:15][CH:16]=1)[CH2:23][C:24]1([F:27])[CH2:26][CH2:25]1)=[O:6]. Reported procedure: The racemic mixture which was prepared in a similar manner to example 3a from 2,4-dichlorobenzoic acid and 2-(2-(difluoromethyl)pyrimidin-5-yl)-3-(1-fluorocyclopropyl)propan-1-amine was separated into the two enantiomers by preparative SFC to yield the title compound. LCMS (MH+): m/z=418.1, tR (minutes, Method F)=2.93. [α]D20=25.40 (c=3.42 mg/mL,CHCl3) Reactants: COC(=O)C(CN(c1ccccc1)c1ccccc1)NC(=O)OCc1ccccc1, CO, [H][H]. Yields the product COC(=O)C(N)CN(c1ccccc1)c1ccccc1. As a reaction SMILES: [CH2:1]([O:2][C:3](=[O:4])[NH:11][CH:12]([C:13](=[O:14])[O:15][CH3:16])[CH2:17][N:18]([c:19]1[cH:20][cH:21][cH:22][cH:23][cH:24]1)[c:25]1[cH:26][cH:27][cH:28][cH:29][cH:30]1)[c:5]1[cH:6][cH:7][cH:8][cH:9][cH:10]1.[CH3:33][OH:34].[H:31][H:32]>>[NH2:11][CH:12]([C:13](=[O:14])[O:15][CH3:16])[CH2:17][N:18]([c:19]1[cH:20][cH:21][cH:22][cH:23][cH:24]1)[c:25]1[cH:26][cH:27][cH:28][cH:29][cH:30]1. The reactants are BrC=1C(=CC2=C(N(C(C(O2)(C)C)=O)CC)C1)C (6-Bromo-4-ethyl-2,2,7-trimethyl-4H-benzo[1,4]oxazin-3-one), C(CC)I (l-propyl iodide). Yields the product BrC=1C(=CC2=C(N(C(C(O2)(C)C)=O)C(C)C)C1)C (6-Bromo-4-isopropyl-2,2,7-trimethyl-4H-benzo[1,4]oxazin-3-one). RXN SMILES: [Br:1][C:2]1[C:3]([CH3:17])=[CH:4][C:5]2[O:10][C:9]([CH3:12])([CH3:11])[C:8](=[O:13])[N:7]([CH2:14][CH3:15])[C:6]=2[CH:16]=1.[CH2:18](I)CC>>[Br:1][C:2]1[C:3]([CH3:17])=[CH:4][C:5]2[O:10][C:9]([CH3:12])([CH3:11])[C:8](=[O:13])[N:7]([CH:14]([CH3:18])[CH3:15])[C:6]=2[CH:16]=1. Reported procedure: This was prepared using a procedure similar to that described to make Compound 1C, except using l-propyl iodide in Step C. MS (electrospray): mass calculated for C14H18BrNO2, 311.05; m/z found 312 [M+H]+. The product is C(=O)[C@@H]1N([C@H](CCC1)C)C(=O)OC(C)(C)C ((2R,6S)-tert-butyl 2-formyl-6-methyl-1-piperidinecarboxylate). The yield is 55.0%. RXN SMILES: [C:1]([O:5][C:6]([N:8]1CCC[CH2:10][C@@H:9]1[CH3:14])=[O:7])([CH3:4])([CH3:3])[CH3:2].CN(C)CCN(C)C.[CH:23]([Li])([CH2:25][CH3:26])[CH3:24].CN(C)C=[O:31].[Cl-].[NH4+]>C(OCC)C>[CH:24]([C@H:23]1[CH2:25][CH2:26][CH2:10][C@H:9]([CH3:14])[N:8]1[C:6]([O:5][C:1]([CH3:4])([CH3:3])[CH3:2])=[O:7])=[O:31] |f:4.5|. Run at temperature -20 celsius, time 2 hour. Run in C(C)OCC (diethyl ether). Starting materials: C(C)(C)(C)OC(=O)N1[C@H](CCCC1)C ((S)-N-tert-butoxycarbonyl-2-methylpiperidine), CN(CCN(C)C)C (N,N,N′,N′-tetramethylethylenediamine), CN(C=O)C (N,N-dimethylformamide), saturated solution, [Cl-].[NH4+] (ammonium chloride), C(C)(CC)[Li] (sec-butyllithium). Procedure: To 2.50 g(12.5 mmol) of (S)-N-tert-butoxycarbonyl-2-methylpiperidine in 25 ml of dehydrated diethyl ether solution were added 1.89 ml(1 equivalent) of N,N,N′,N′-tetramethylethylenediamine at −60° C. under an atmosphere of argon, and then 13.3 ml(1.1 equivalent) of sec-butyllithium were added dropwise. After the temperature of reaction mixture was raised to −20° C., it was cooled again to −70° C. and 1.46 ml(1.5 equivalents) of N,N-dimethylformamide were added dropwise. After stirring for about 2... Procedure details: To a solution of 20.6 g (0.1 mole) of 2,6-di-tert-butylphenol and 15.6 g (0.107 mole) of 5-methylisoxazole-3-carboxylic acid chloride in 100 mL of CS2 is added 14.3 g (0.107 mole) of AlCl3 at +5° C. Vigorous stirring is maintained at that temperature for 1 hour and then at room temperature for 1 hour. The CS2 is decanted off and the residue treated with 350 mL of ice cold 1N HCl and extracted with Et2O. The extracts are washed with saturated NaHCO3 solution and brine, dried with Na2SO4 and evapo... Reactants: C(C)(C)(C)C1=C(C(=CC=C1)C(C)(C)C)O (2,6-di-tert-butylphenol), CC1=CC(=NO1)C(=O)Cl (5-methylisoxazole-3-carboxylic acid chloride), [Al+3].[Cl-].[Cl-].[Cl-] (AlCl3). Solvent: C(=S)=S (CS2). Product: CC(C)(C)C=1C=C(C=C(C1O)C(C)(C)C)C(=O)C1=NOC(=C1)C ([3,5-Bis(1,1-dimethylethyl)-4-hydroxyphenyl](5-methyl-3-isoxazolyl)methanon). The yield is 14.0%. As a reaction SMILES: [C:1]([C:5]1[CH:10]=[CH:9][CH:8]=[C:7]([C:11]([CH3:14])([CH3:13])[CH3:12])[C:6]=1[OH:15])([CH3:4])([CH3:3])[CH3:2].[CH3:16][C:17]1[O:21][N:20]=[C:19]([C:22](Cl)=[O:23])[CH:18]=1.[Al+3].[Cl-].[Cl-].[Cl-]>C(=S)=S>[CH3:12][C:11]([C:7]1[CH:8]=[C:9]([C:22]([C:19]2[CH:18]=[C:17]([CH3:16])[O:21][N:20]=2)=[O:23])[CH:10]=[C:5]([C:1]([CH3:4])([CH3:3])[CH3:2])[C:6]=1[OH:15])([CH3:14])[CH3:13] |f:2.3.4.5|. Run at time 1 hour.